From a dataset of the Open Reaction Database (ORD), a public repository of structured organic reaction records. describe an organic reaction: reactants, conditions, products, and yield The reactants are C([O-])([O-])=O.[K+].[K+] (Potassium carbonate), FC(C(=O)N[C@@H]1C[C@H](C2=CC=C(C=C12)OC)O)(F)F (trans-2,2,2-trifluoro-N-(-3-hydroxy-6-methoxy-2,3-dihydro-1H-inden-1-yl)acetamide). Run in CO (methanol), O (water), CO (methanol). Run at time 72 hour. Product: N[C@@H]1C[C@H](C2=CC=C(C=C12)OC)O (trans-3-amino-5-methoxy-2,3-dihydro-1H-inden-1-ol). The yield is 77.6%. RXN SMILES: C(=O)([O-])[O-].[K+].[K+].FC(F)(F)C([NH:11][C@H:12]1[C:20]2[C:15](=[CH:16][CH:17]=[C:18]([O:21][CH3:22])[CH:19]=2)[C@H:14]([OH:23])[CH2:13]1)=O>CO.O>[NH2:11][C@H:12]1[C:20]2[C:15](=[CH:16][CH:17]=[C:18]([O:21][CH3:22])[CH:19]=2)[C@H:14]([OH:23])[CH2:13]1 |f:0.1.2|. Reported procedure: Potassium carbonate (16 mg, 0.116 mmol) was added to a solution of trans-2,2,2-trifluoro-N-(-3-hydroxy-6-methoxy-2,3-dihydro-1H-inden-1-yl)acetamide (32 mg, 0.116 mmol) in methanol (2 mL) and water (1 mL). After stirring for 72 hours, the reaction mixture was diluted with methanol, filtered through a cotton plug, and concentrated in vacuo. The crude compound was purified by silica gel chromatography, eluting with 10% methanol in dichloromethane with 0.1% NH4OH to give the title compound (17 mg, ...